From a dataset of the Open Reaction Database (ORD), a public repository of structured organic reaction records. describe an organic reaction: reactants, conditions, products, and yield Reactants: OCCN1C(N(CC1)C1=NN(C=C1NC(=O)C=1N=C(OC1)C1=CC(=NC=C1)N(C(OC(C)(C)C)=O)CC(F)(F)F)C)=O (tert-butyl (4-(4-((3-(3-(2-hydroxyethyl)-2-oxoimidazolidin-1-yl)-1-methyl-1H-pyrazol-4-yl)carbamoyl)-1,3-oxazol-2-yl)pyridin-2-yl)(2,2,2-trifluoroethyl)carbamate), Cl (hydrogen chloride). Solvent: C(C)(=O)OCC.CO (ethyl acetate methanol). Reaction conditions: time 8 hour. The product is OCCN1C(N(CC1)C1=NN(C=C1NC(=O)C=1N=C(OC1)C1=CC(=NC=C1)NCC(F)(F)F)C)=O (N-(3-(3-(2-hydroxyethyl)-2-oxoimidazolidin-1-yl)-1-methyl-1H-pyrazol-4-yl)-2-(2-((2,2,2-trifluoroethyl)amino)pyridin-4-yl)-1,3-oxazole-4-carboxamide). Yield: 63.9%. Reaction SMILES: [OH:1][CH2:2][CH2:3][N:4]1[CH2:8][CH2:7][N:6]([C:9]2[C:13]([NH:14][C:15]([C:17]3[N:18]=[C:19]([C:22]4[CH:27]=[CH:26][N:25]=[C:24]([N:28]([CH2:36][C:37]([F:40])([F:39])[F:38])C(=O)OC(C)(C)C)[CH:23]=4)[O:20][CH:21]=3)=[O:16])=[CH:12][N:11]([CH3:41])[N:10]=2)[C:5]1=[O:42].Cl>C(OCC)(=O)C.CO>[OH:1][CH2:2][CH2:3][N:4]1[CH2:8][CH2:7][N:6]([C:9]2[C:13]([NH:14][C:15]([C:17]3[N:18]=[C:19]([C:22]4[CH:27]=[CH:26][N:25]=[C:24]([NH:28][CH2:36][C:37]([F:38])([F:40])[F:39])[CH:23]=4)[O:20][CH:21]=3)=[O:16])=[CH:12][N:11]([CH3:41])[N:10]=2)[C:5]1=[O:42] |f:2.3|. Procedure details: A mixture of tert-butyl (4-(4-((3-(3-(2-hydroxyethyl)-2-oxoimidazolidin-1-yl)-1-methyl-1H-pyrazol-4-yl)carbamoyl)-1,3-oxazol-2-yl)pyridin-2-yl)(2,2,2-trifluoroethyl)carbamate (1.00 g) and 3M hydrogen chloride in a mixed solvent (10 mL) of ethyl acetate/methanol (1:1) was stirred overnight at room temperature. The precipitate was collected by filtration, and the obtained solid was washed with ethyl acetate/methanol (9:1), and dried under reduced pressure. To the obtained solid were added 1N aqueo... Starting materials: NC1=CC=C(C(=O)OCC)C=C1 (ethyl p-aminobenzoate), C(C)OC(=O)C1=CC=C(C=C1)NNC(=S)N (4-ethoxycarbonylphenylthiosemicarbazide), Cl (HCl), NN (hydrazine), N(=O)[O-].[Na+] (sodium nitrite), C(C)OC(=O)C1=CC=C(C=C1)N=C=S (4-ethoxycarbonylphenylisothiocyanate), C(=S)(Cl)Cl (Thiophosgene). Solvent: O (water), O (water), O (water), O (water), C(C)O (ethanol), C(Cl)(Cl)Cl (chloroform). Run at temperature 5 celsius, time 15 minute. Product: C(C)OC(=O)C1=CC=C(C=C1)C1=NN=NS1N (5-(4-ethoxycarbonylphenyl)-amino-1,2,3,4-thiatriazole). The yield is 90.0%. As a reaction SMILES: N[C:2]1[CH:12]=[CH:11][C:5]([C:6]([O:8][CH2:9][CH3:10])=[O:7])=[CH:4][CH:3]=1.C(Cl)(Cl)=S.C(OC(C1C=CC([N:28]=[C:29]=[S:30])=CC=1)=O)C.NN.C(OC(C1C=CC([NH:44][NH:45]C(N)=S)=CC=1)=O)C.Cl.[N:50]([O-])=O.[Na+]>C(Cl)(Cl)Cl.O.C(O)C>[CH2:9]([O:8][C:6]([C:5]1[CH:11]=[CH:12][C:2]([C:29]2[SH:30]([NH2:50])[N:45]=[N:44][N:28]=2)=[CH:3][CH:4]=1)=[O:7])[CH3:10] |f:6.7|. Reported procedure: 0.1 Mol of ethyl p-aminobenzoate was mixed with 150 ml of water and stirred for 15 minutes. Thiophosgene (10 g) in 50 ml chloroform was added dropwise. The mixture was stirred for 2 hours at 15° C. The organic solution was washed with HCl 2N, dried and the solvent was removed under vacuum to obtain a yellow-red oil, that was used as crude product. 0.02 mMole of the obtained 4-ethoxycarbonylphenylisothiocyanate and 30 ml ethanol were stirred in a flask and added dropwise with 2 ml 85% hydrazine i...